From a dataset of the Open Reaction Database (ORD), a public repository of structured organic reaction records. describe an organic reaction: reactants, conditions, products, and yield Reactants: C1(CCCCC1)C1=CC2=C(N=C(NC2=O)C)S1 (6-cyclohexyl-2-methylthieno[2,3-d]pyrimidin-4(3H)-one), C1(=CC=CC=C1)C (toluene), P(=O)(Cl)(Cl)Cl (phosphorous oxychloride). The solvent is CN(C)C=O (DMF). Conditions: temperature 150 celsius. Product: ClC=1C2=C(N=C(N1)C)SC(=C2)C2CCCCC2 (4-chloro-6-cyclohexyl-2-methylthieno[2,3-d]pyrimidine). As a reaction SMILES: [CH:1]1([C:7]2[S:17][C:10]3[N:11]=[C:12]([CH3:16])[NH:13][C:14](=O)[C:9]=3[CH:8]=2)[CH2:6][CH2:5][CH2:4][CH2:3][CH2:2]1.C1(C)C=CC=CC=1.P(Cl)(Cl)([Cl:27])=O>CN(C=O)C>[Cl:27][C:14]1[C:9]2[CH:8]=[C:7]([CH:1]3[CH2:6][CH2:5][CH2:4][CH2:3][CH2:2]3)[S:17][C:10]=2[N:11]=[C:12]([CH3:16])[N:13]=1. Procedure details: To a mixture of 6-cyclohexyl-2-methylthieno[2,3-d]pyrimidin-4(3H)-one (25.0 g) and toluene (300 mL) were added phosphorous oxychloride (14 mL) and DMF (200 μL), followed by heating to reflux at 150° C. for 14 hours. The reaction mixture was left to be cooled to room temperature and concentrated under reduced pressure. To the residue were added chloroform, water, and saturated aqueous sodium bicarbonate, followed by stirring. The reaction mixture was extracted with chloroform. The organic layer w... Starting materials: [Si](C1=CC=CC=C1)(C1=CC=CC=C1)(C(C)(C)C)OCC1=C(C(=CC=C1Cl)N(C(CNC(C=CC1=CC=C(C=C1)C(NC)=O)=O)=O)C)Cl (1-(tert-butyldiphenylsilyloxymethyl)-2,6-dichloro-3-[N-methyl-N-[4-(methylcarbamoyl)-cinnamoylglycyl]amino]benzene), [F-].C(CCC)[N+](CCCC)(CCCC)CCCC (tetrabutylammonium fluoride). The solvent is O1CCCC1 (tetrahydrofuran), O1CCCC1 (tetrahydrofuran). Conditions: time 1 hour. Product: ClC1=C(C(=CC=C1N(C(CNC(C=CC1=CC=C(C=C1)C(NC)=O)=O)=O)C)Cl)CO (2,6-dichloro-1-hydroxymethyl-3-[N-methyl-N-[4-(methylcarbamoyl)cinnamoylglycyl]amino]-benzene). Isolated yield 70.7%. RXN SMILES: [Si]([O:18][CH2:19][C:20]1[C:25]([Cl:26])=[CH:24][CH:23]=[C:22]([N:27]([CH3:46])[C:28](=[O:45])[CH2:29][NH:30][C:31](=[O:44])[CH:32]=[CH:33][C:34]2[CH:39]=[CH:38][C:37]([C:40](=[O:43])[NH:41][CH3:42])=[CH:36][CH:35]=2)[C:21]=1[Cl:47])(C(C)(C)C)(C1C=CC=CC=1)C1C=CC=CC=1.[F-].C([N+](CCCC)(CCCC)CCCC)CCC>O1CCCC1>[Cl:47][C:21]1[C:22]([N:27]([CH3:46])[C:28](=[O:45])[CH2:29][NH:30][C:31](=[O:44])[CH:32]=[CH:33][C:34]2[CH:39]=[CH:38][C:37]([C:40](=[O:43])[NH:41][CH3:42])=[CH:36][CH:35]=2)=[CH:23][CH:24]=[C:25]([Cl:26])[C:20]=1[CH2:19][OH:18] |f:1.2|. Procedure: To a suspension of 1-(tert-butyldiphenylsilyloxymethyl)-2,6-dichloro-3-[N-methyl-N-[4-(methylcarbamoyl)-cinnamoylglycyl]amino]benzene (17.6 g) in tetrahydrofuran (138 ml) was added 1M tetrabutylammonium fluoride in tetrahydrofuran (38.4 ml) at ambient temperature. The reaction mixture was stirred for 1 hour. The mixture was concentrated and diluted with dichloromethane. The organic layer was washed with 1N hydrochloric acid, saturated sodium bicarbonate solution and water, dried over magnesium s... Starting materials: BrCCCBr, O=C([O-])[O-], CN(C)C=O, Oc1c(Cl)cc(OCC=C(Cl)Cl)cc1Cl, ClC(Cl)=CCOc1cc(Cl)c(OCCc2ccsc2)c(Cl)c1, [K+], [K+], O. The product is ClC(Cl)=CCOc1cc(Cl)c(OCCCBr)c(Cl)c1. As a reaction SMILES: [Br:1][CH2:2][CH2:3][CH2:4][Br:5].[C:6](=[O:7])([O-:8])[O-:9].[CH3:49][N:50]([CH3:51])[CH:52]=[O:53].[Cl:12][c:13]1[c:14]([OH:26])[c:15]([Cl:25])[cH:16][c:17]([O:19][CH2:20][CH:21]=[C:22]([Cl:23])[Cl:24])[cH:18]1.[Cl:27][c:28]1[cH:29][c:30]([O:31][CH2:32][CH:33]=[C:34]([Cl:35])[Cl:36])[cH:37][c:38]([Cl:39])[c:40]1[O:41][CH2:42][CH2:43][c:44]1[cH:45][cH:46][s:47][cH:48]1.[K+:10].[K+:11].[OH2:54]>>[Br:1][CH2:2][CH2:3][CH2:4][O:26][c:14]1[c:13]([Cl:12])[cH:18][c:17]([O:19][CH2:20][CH:21]=[C:22]([Cl:23])[Cl:24])[cH:16][c:15]1[Cl:25]. Reactants: C(C1=CC=CC=C1)OC=1C=CC2=C(NC(C3=C(N2)C=CC=C3)=S)C1 (8-benzyloxy-5,10-dihydro-dibenzo[b,e][1,4]diazepin-11-thione), NCC=1C=NC=CC1 (3-(aminomethyl)pyridine). Run in C(C)OCCO (2-ethoxyethanol). The product is C(C1=CC=CC=C1)OC=1C=CC2=C(N=C(C3=C(N2)C=CC=C3)NCC=3C=NC=CC3)C1 ((8-Benzyloxy-5H-dibenzo[b,e][1,4]diazepin-11-yl)-pyridin-3-ylmethyl-amine). The yield is 47.7%. Reaction SMILES: [CH2:1]([O:8][C:9]1[CH:10]=[CH:11][C:12]2[NH:18][C:17]3[CH:19]=[CH:20][CH:21]=[CH:22][C:16]=3[C:15](=S)[NH:14][C:13]=2[CH:24]=1)[C:2]1[CH:7]=[CH:6][CH:5]=[CH:4][CH:3]=1.[NH2:25][CH2:26][C:27]1[CH:28]=[N:29][CH:30]=[CH:31][CH:32]=1>C(OCCO)C>[CH2:1]([O:8][C:9]1[CH:10]=[CH:11][C:12]2[NH:18][C:17]3[CH:19]=[CH:20][CH:21]=[CH:22][C:16]=3[C:15]([NH:25][CH2:26][C:27]3[CH:28]=[N:29][CH:30]=[CH:31][CH:32]=3)=[N:14][C:13]=2[CH:24]=1)[C:2]1[CH:7]=[CH:6][CH:5]=[CH:4][CH:3]=1. Procedure details: A solution of 0.6 g (1.8 mmol) of 8-benzyloxy-5,10-dihydro-dibenzo[b,e][1,4]diazepin-11-thione in 10 mL 2-ethoxyethanol was treated with 0.4 mL (3.6 mmol) of 3-(aminomethyl)pyridine and heated at reflux overnight. The solvent was removed under reduced pressure and the residue taken up in EtOAc and washed three times with H2O, then with saturated NaHCO3 solution and saturated NaCl solution. Drying over MgSO4 and removal of the solvent under reduced pressure gave the crude product. After triturati...